From a dataset of the Open Reaction Database (ORD), a public repository of structured organic reaction records. describe an organic reaction: reactants, conditions, products, and yield Starting materials: C(C1=CC=CC=C1)OC1=C(C=CC(=C1C(F)(F)F)OCC1=CC=CC=C1)C(C)=O (1-(2,4-bis-benzyloxy-3-trifluoromethyl-phenyl)-ethanone). Reagents/catalysts: [OH-].[OH-].[Pd+2] (palladium hydroxide on carbon). The solvent is C(C)O (ethanol), C1=CCCCC1 (cyclohexene). Run at time 18 hour. Product: OC1=C(C=CC(=C1C(F)(F)F)O)C(C)=O (1-(2,4-dihydroxy-3-trifluoromethyl-phenyl)-ethanone). The yield is 90.8%. RXN SMILES: C([O:8][C:9]1[C:14]([C:15]([F:18])([F:17])[F:16])=[C:13]([O:19]CC2C=CC=CC=2)[CH:12]=[CH:11][C:10]=1[C:27](=[O:29])[CH3:28])C1C=CC=CC=1>C(O)C.C1CCCCC=1.[OH-].[OH-].[Pd+2]>[OH:8][C:9]1[C:14]([C:15]([F:16])([F:17])[F:18])=[C:13]([OH:19])[CH:12]=[CH:11][C:10]=1[C:27](=[O:29])[CH3:28] |f:3.4.5|. Procedure: Add 20% palladium hydroxide on carbon (11.0 g, 15 mmol) to a solution of 1-(2,4-bis-benzyloxy-3-trifluoromethyl-phenyl)-ethanone (6.00 g, 15 mmol) in ethanol (75 mL) and cyclohexene (75 mL) and stir. Purge the reaction vessel with argon. Heat to reflux. After 18 hours, cool to ambient temperature, filter and concentrate under reduced pressure to yield the title compound as a grey solid (3.00 g, 91%): 1H NMR (CD3CN) δ 2.55 (s, 3H), 6.51 (d, 1H), 7.88 (d, 1H), 13.91 (bs, 1H). The reactants are O=C1CCC(=O)N1Br, CC(=O)c1ccc(O)c(C(C)(C)C)c1, CC#N. Yields the product CC(=O)c1cc(Br)c(O)c(C(C)(C)C)c1. As a reaction SMILES: [Br:15][N:16]1[C:17](=[O:18])[CH2:19][CH2:20][C:21]1=[O:22].[C:1]([CH3:2])([CH3:3])([CH3:4])[c:5]1[cH:6][c:7]([C:12]([CH3:13])=[O:14])[cH:8][cH:9][c:10]1[OH:11].[CH3:23][C:24]#[N:25]>>[C:1]([CH3:2])([CH3:3])([CH3:4])[c:5]1[cH:6][c:7]([C:12]([CH3:13])=[O:14])[cH:8][c:9]([Br:15])[c:10]1[OH:11]. The product is C(C)(C)(C)OC(=O)NC(=NCC1=CC(=CC=C1)O)NC(=O)OC(C)(C)C (N,N'-Bis(t-butoxycarbonyl)-N"-(3-hydroxyphenyl)methylguanidine). Reaction SMILES: [OH:1][C:2]1[CH:3]=[C:4]([CH:7]=[CH:8][CH:9]=1)[CH2:5][NH2:6].[C:10]([O:14][C:15]([NH:17][C:18](=[N:21][C:22]([O:24][C:25]([CH3:28])([CH3:27])[CH3:26])=[O:23])SC)=[O:16])([CH3:13])([CH3:12])[CH3:11]>CN(C=O)C.O.C([O-])(=O)C.[Ag+]>[C:25]([O:24][C:22]([NH:21][C:18]([NH:17][C:15]([O:14][C:10]([CH3:13])([CH3:12])[CH3:11])=[O:16])=[N:6][CH2:5][C:4]1[CH:7]=[CH:8][CH:9]=[C:2]([OH:1])[CH:3]=1)=[O:23])([CH3:28])([CH3:27])[CH3:26] |f:4.5|. Conditions: time 1 hour. Run in O (water), CN(C)C=O (DMF). Reagents/catalysts: C(C)(=O)[O-].[Ag+] (silver acetate). Reported procedure: 3-hydroxybenzylamine, prepared as above (1.23 g) and N,N'-bis(tert-butoxycarbonyl)-S-methylisothiourea (2.90 g) were combined in 100 mL DMF, and silver acetate (2.9 g) was added in three portions over 30 min with mechanical stirring. The mixture became thick and a yellow color developed. After 1 hr, the mixture was diluted with 300 mL water, and the solids collected by filtration, re-suspended in dichloromethane, filtered to remove silver salts, and chromatographed on silica gel with 10% ethyl a... The reactants are OC=1C=C(CN)C=CC1 (3-hydroxybenzylamine), C(C)(C)(C)OC(=O)NC(SC)=NC(=O)OC(C)(C)C (N,N'-bis(tert-butoxycarbonyl)-S-methylisothiourea). The reactants are CN1CCOCC1, CN(C)C=O, O=C1NC2CCNC12, O=C(O)C=Cc1ccc(NC(=O)CCl)cc1, CC(C)COC(=O)Cl, ClCCl, C1CCOC1. Yields the product O=C(CCl)Nc1ccc(C=CC(=O)N2CCC3NC(=O)C32)cc1. RXN SMILES: [CH3:17][N:18]1[CH2:19][CH2:20][O:21][CH2:22][CH2:23]1.[CH3:48][N:49]([CH3:50])[CH:51]=[O:52].[CH:32]12[NH:33][CH2:34][CH2:35][CH:36]1[NH:37][C:38]2=[O:39].[Cl:1][CH2:2][C:3](=[O:4])[NH:5][c:6]1[cH:7][cH:8][c:9]([CH:12]=[CH:13][C:14](=[O:15])[OH:16])[cH:10][cH:11]1.[Cl:24][C:25]([O:26][CH2:27][CH:28]([CH3:29])[CH3:30])=[O:31].[Cl:45][CH2:46][Cl:47].[O:40]1[CH2:41][CH2:42][CH2:43][CH2:44]1>>[Cl:1][CH2:2][C:3](=[O:4])[NH:5][c:6]1[cH:7][cH:8][c:9]([CH:12]=[CH:13][C:14](=[O:16])[N:33]2[CH:32]3[CH:36]([CH2:35][CH2:34]2)[NH:37][C:38]3=[O:39])[cH:10][cH:11]1. The product is COc1nc2c(Cl)cccc2s1. RXN SMILES: [Br:1][c:2]1[s:3][c:4]2[c:5]([n:6]1)[c:7]([Cl:11])[cH:8][cH:9][cH:10]2.[CH3:23][OH:24].[Cl:12][c:13]1[s:14][c:15]2[cH:16][cH:17][cH:18][c:19]([Cl:20])[c:21]2[n:22]1.[OH2:25]>>[c:2]1([O:24][CH3:23])[s:3][c:4]2[c:5]([n:6]1)[c:7]([Cl:11])[cH:8][cH:9][cH:10]2. Starting materials: Clc1cccc2sc(Br)nc12, CO, Clc1nc2c(Cl)cccc2s1, O. RXN SMILES: [Br:1][c:2]1[cH:3][cH:4][cH:5][cH:6][n:7]1.[CH3:8][C:9]([CH:10]([C:11](=[O:12])[c:13]1[n:14]([CH3:15])[cH:16][cH:17][n:18]1)[NH:19][C:20]([CH:21]([CH2:22][CH2:23][CH2:24][CH3:25])[CH2:26][N:27]([OH:28])[CH:29]=[O:30])=[O:31])([CH3:32])[CH3:33]>>[c:2]1([C:11]([CH:10]([C:9]([CH3:8])([CH3:32])[CH3:33])[NH:19][C:20]([CH:21]([CH2:22][CH2:23][CH2:24][CH3:25])[CH2:26][N:27]([OH:28])[CH:29]=[O:30])=[O:31])=[O:12])[cH:3][cH:4][cH:5][cH:6][n:7]1. Product: CCCCC(CN(O)C=O)C(=O)NC(C(=O)c1ccccn1)C(C)(C)C. The reactants are Brc1ccccn1, CCCCC(CN(O)C=O)C(=O)NC(C(=O)c1nccn1C)C(C)(C)C. Reactants: C(C)(C)(C)OC(NCCNC(=O)C=1NC2=CC(=CC=C2C1)N)=O ({2-[(6-Amino-1H-indole-2-carbonyl)-amino]-ethyl}-carbamic acid tert-butyl ester), FC1=C(C(=C(C(=C1OC(=O)C=1NC2=CC=C(C=C2C1)C(NCCNC(=O)OC(C)(C)C)=O)F)F)F)F (5-(2-tert-Butoxycarbonylamino-ethylcarbamoyl)-1H-indole-2-carboxylic acid pentafluorophenyl ester), CCN(C(C)C)C(C)C (DIEA). The solvent is CN(C)C=O (DMF). Reaction conditions: temperature 55 celsius, time 2 day. Product: C(C)(C)(C)OC(NCCNC(=O)C=1C=C2C=C(NC2=CC1)C(NC1=CC=C2C=C(NC2=C1)C(NCCNC(=O)OC(C)(C)C)=O)=O)=O ([2-({2-[2-(2-tert-Butoxycarbonylamino-ethylcarbamoyl)-1H-indol-6-ylcarbamoyl]-1H-indole-5-carbonyl}-amino)-ethyl]-carbamic acid tert-butyl ester). Reaction SMILES: [C:1]([O:5][C:6](=[O:23])[NH:7][CH2:8][CH2:9][NH:10][C:11]([C:13]1[NH:14][C:15]2[C:20]([CH:21]=1)=[CH:19][CH:18]=[C:17]([NH2:22])[CH:16]=2)=[O:12])([CH3:4])([CH3:3])[CH3:2].FC1C([O:31][C:32]([C:34]2[NH:35][C:36]3[C:41]([CH:42]=2)=[CH:40][C:39]([C:43](=[O:55])[NH:44][CH2:45][CH2:46][NH:47][C:48]([O:50][C:51]([CH3:54])([CH3:53])[CH3:52])=[O:49])=[CH:38][CH:37]=3)=O)=C(F)C(F)=C(F)C=1F.CCN(C(C)C)C(C)C>CN(C=O)C>[C:51]([O:50][C:48](=[O:49])[NH:47][CH2:46][CH2:45][NH:44][C:43]([C:39]1[CH:40]=[C:41]2[C:36](=[CH:37][CH:38]=1)[NH:35][C:34]([C:32](=[O:31])[NH:22][C:17]1[CH:16]=[C:15]3[C:20]([CH:21]=[C:13]([C:11](=[O:12])[NH:10][CH2:9][CH2:8][NH:7][C:6]([O:5][C:1]([CH3:4])([CH3:2])[CH3:3])=[O:23])[NH:14]3)=[CH:19][CH:18]=1)=[CH:42]2)=[O:55])([CH3:54])([CH3:52])[CH3:53]. Procedure details: A mixture of above amine 36 and compound 33 (0.226 g, 0.44 mmol) in dry DMF (6 ml) in the presence of DIEA (77 μl, 0.44 mmol) was stirred at 55° C. for 2 days. After removal of solvent, the residue was recrystalized from MeOH-ether to give compound 37 in a quantitative yield. Starting materials: O=C([O-])[O-], CN(C)C=O, [K+], [K+], COc1ccc(C2CNC(=O)C2)cc1O, BrCCCc1ccccc1. Product: COc1ccc(C2CNC(=O)C2)cc1OCCCc1ccccc1. Reaction SMILES: [C:26](=[O:27])([O-:28])[O-:29].[CH3:32][N:33]([CH3:34])[CH:35]=[O:36].[K+:30].[K+:31].[OH:1][c:2]1[cH:3][c:4]([CH:10]2[CH2:11][C:12](=[O:15])[NH:13][CH2:14]2)[cH:5][cH:6][c:7]1[O:8][CH3:9].[c:16]1([CH2:22][CH2:23][CH2:24][Br:25])[cH:17][cH:18][cH:19][cH:20][cH:21]1>>[O:1]([c:2]1[cH:3][c:4]([CH:10]2[CH2:11][C:12](=[O:15])[NH:13][CH2:14]2)[cH:5][cH:6][c:7]1[O:8][CH3:9])[CH2:24][CH2:23][CH2:22][c:16]1[cH:17][cH:18][cH:19][cH:20][cH:21]1. The reactants are CC1=C(C=C(C(=O)OC)C=C1)NC(=O)C1=CC=2C(=NC=CN2)S1 (methyl 4-methyl-3-(thieno[2,3-b]pyrazine-6-carboxamido)benzoate), Cl (HCl). Solvent: C(C)O (ethanol). Conditions: time 8 hour. Product: CC1=C(C=C(C(=O)O)C=C1)NC(=O)C1=CC=2C(=NC=CN2)S1 (4-methyl-3-(thieno[2,3-b]pyrazine-6-carboxamido)benzoic acid). Yield: 67.5%. RXN SMILES: [CH3:1][C:2]1[CH:11]=[CH:10][C:5]([C:6]([O:8]C)=[O:7])=[CH:4][C:3]=1[NH:12][C:13]([C:15]1[S:23][C:18]2=[N:19][CH:20]=[CH:21][N:22]=[C:17]2[CH:16]=1)=[O:14].Cl>C(O)C>[CH3:1][C:2]1[CH:11]=[CH:10][C:5]([C:6]([OH:8])=[O:7])=[CH:4][C:3]=1[NH:12][C:13]([C:15]1[S:23][C:18]2=[N:19][CH:20]=[CH:21][N:22]=[C:17]2[CH:16]=1)=[O:14]. Procedure details: To a solution of methyl 4-methyl-3-(thieno[2,3-b]pyrazine-6-carboxamido)benzoate 49 (480 mg, 1.466 mmol) in ethanol (30 mL) was added 2NaOH (7.33 mL, 14.66 mmol). The mixture was stirred overnight at rt. The mixture was acidified with 2N HCl solution and cooled on ice. the resulting precipitation was collected to give 4-methyl-3-(thieno[2,3-b]pyrazine-6-carboxamido)benzoic acid 50 (310 mg, 67%). NMR (400 MHz, DMSO-d6) 2.36 (s, 3H), 7.46 (d, J=7.8 Hz, 1H), 7.79 (dd, J=7.8 Hz and 1.6 Hz, 1H), 7.96...